Dataset: the Open Reaction Database (ORD), a public repository of structured organic reaction records. Task: describe an organic reaction: reactants, conditions, products, and yield Reactants: S1C(=CC=C1)[Li] (2-thienyllithium), ice water, C1(CCC1)C1=NC(=C2N1C=CN=C2N)C2=CC=C1C=CC=NC1=C2 (3-cyclobutyl-1-quinolin-7-ylimidazo[1,5-a]pyrazin-8-ylamine), S1C(=CC=C1)[Li] (2-thienyllithium). Solvent: C1CCOC1 (THF). Run at time 8 hour. Yields the product C1(CCC1)C1=NC(=C2N1C=CN=C2N)C2=CC=C1C=CC(=NC1=C2)C=2SC=CC2 (3-Cyclobutyl-1-(2-thiophen-2-yl-quinolin-7-yl)-imidazo[1,5-a]pyrazin-8-ylamine). As a reaction SMILES: [CH:1]1([C:5]2[N:9]3[CH:10]=[CH:11][N:12]=[C:13]([NH2:14])[C:8]3=[C:7]([C:15]3[CH:24]=[C:23]4[C:18]([CH:19]=[CH:20][CH:21]=[N:22]4)=[CH:17][CH:16]=3)[N:6]=2)[CH2:4][CH2:3][CH2:2]1.[S:25]1[CH:29]=[CH:28][CH:27]=[C:26]1[Li]>C1COCC1>[CH:1]1([C:5]2[N:9]3[CH:10]=[CH:11][N:12]=[C:13]([NH2:14])[C:8]3=[C:7]([C:15]3[CH:24]=[C:23]4[C:18]([CH:19]=[CH:20][C:21]([C:26]5[S:25][CH:29]=[CH:28][CH:27]=5)=[N:22]4)=[CH:17][CH:16]=3)[N:6]=2)[CH2:2][CH2:3][CH2:4]1. Procedure: To a cooled (ice/water) solution of 3-cyclobutyl-1-quinolin-7-ylimidazo[1,5-a]pyrazin-8-ylamine (52.7 mg, 0.167 mmol) in THF (5 mL) was added 2-thienyllithium (1 M in THF; 0.6 mL, 0.6 mmol), then the cooling bath was removed, and the solution was stirred overnight at ambient temperature. After 1 d and 2 d, more 2-thienyllithium (0.2 mL, 0.2 mmol) was added, and stirring was continued. The reaction was quenched by adding water and sat. NH4Cl solution, the mixture was extracted with CH2Cl2 (3×20 m... Starting materials: CC(=O)Nc1ccc(Sc2c(NCC(C)C)cc(C(=O)O)cc2S(N)(=O)=O)cc1, [Na+], [OH-], [Pt]. The product is CC(C)CNc1cc(C(=O)O)cc(S(N)(=O)=O)c1Sc1ccc(N)cc1. Reaction SMILES: [C:1](=[O:2])([CH3:3])[NH:4][c:5]1[cH:6][cH:7][c:8]([S:11][c:12]2[c:13]([NH:25][CH2:26][CH:27]([CH3:28])[CH3:29])[cH:14][c:15]([C:16](=[O:17])[OH:18])[cH:19][c:20]2[S:21]([NH2:22])(=[O:23])=[O:24])[cH:9][cH:10]1.[Na+:31].[OH-:30].[Pt:32]>>[NH2:4][c:5]1[cH:6][cH:7][c:8]([S:11][c:12]2[c:13]([NH:25][CH2:26][CH:27]([CH3:28])[CH3:29])[cH:14][c:15]([C:16](=[O:17])[OH:18])[cH:19][c:20]2[S:21]([NH2:22])(=[O:23])=[O:24])[cH:9][cH:10]1. Starting materials: Cc1ccc(S(=O)(=O)n2c(C)nc3c(OCc4ccccc4)cc(C(=O)N(C)C)cc32)cc1, C1CCOC1. The product is Cc1ccc(S(=O)(=O)n2c(C)nc3c(O)cc(C(=O)N(C)C)cc32)cc1. RXN SMILES: [CH3:1][N:2]([C:3](=[O:4])[c:5]1[cH:6][c:7]([O:25][CH2:26][c:27]2[cH:28][cH:29][cH:30][cH:31][cH:32]2)[c:8]2[c:9]([n:10]([S:14](=[O:15])(=[O:16])[c:17]3[cH:18][cH:19][c:20]([CH3:23])[cH:21][cH:22]3)[c:11]([CH3:13])[n:12]2)[cH:24]1)[CH3:33].[O:34]1[CH2:35][CH2:36][CH2:37][CH2:38]1>>[CH3:1][N:2]([C:3](=[O:4])[c:5]1[cH:6][c:7]([OH:25])[c:8]2[c:9]([n:10]([S:14](=[O:15])(=[O:16])[c:17]3[cH:18][cH:19][c:20]([CH3:23])[cH:21][cH:22]3)[c:11]([CH3:13])[n:12]2)[cH:24]1)[CH3:33]. Starting materials: BrB(Br)Br, O=C([O-])O, COc1ccc2c(c1)SC(CCCCN1CCC(C(=O)c3ccc(F)cc3)CC1)C(=O)N2, ClC(Cl)Cl, ClCCl, [Na+]. Product: O=C(c1ccc(F)cc1)C1CCN(CCCCC2Sc3cc(O)ccc3NC2=O)CC1. As a reaction SMILES: [B:33]([Br:34])([Br:35])[Br:36].[C:37](=[O:38])([O-:39])[OH:40].[CH3:1][O:2][c:3]1[cH:4][c:5]2[c:6]([cH:31][cH:32]1)[NH:7][C:8](=[O:30])[CH:9]([CH2:11][CH2:12][CH2:13][CH2:14][N:15]1[CH2:16][CH2:17][CH:18]([C:21]([c:22]3[cH:23][cH:24][c:25]([F:28])[cH:26][cH:27]3)=[O:29])[CH2:19][CH2:20]1)[S:10]2.[CH:42]([Cl:43])([Cl:44])[Cl:45].[Cl:46][CH2:47][Cl:48].[Na+:41]>>[OH:2][c:3]1[cH:4][c:5]2[c:6]([cH:31][cH:32]1)[NH:7][C:8](=[O:30])[CH:9]([CH2:11][CH2:12][CH2:13][CH2:14][N:15]1[CH2:16][CH2:17][CH:18]([C:21]([c:22]3[cH:23][cH:24][c:25]([F:28])[cH:26][cH:27]3)=[O:29])[CH2:19][CH2:20]1)[S:10]2. Starting materials: menthyl glucoside, C(C)O (ethyl alcohol), C1(CC(C(CC1)C(C)C)O)C (menthol). The solvent is O (water), O (water), O (water). Product: C[C@@H]1CC[C@H]([C@@H](C1)O)C(C)C (1-menthol). Yield: 0.1%. As a reaction SMILES: C(O)C.[CH:4]1([CH3:14])[CH2:9][CH2:8][CH:7]([CH:10]([CH3:12])[CH3:11])[CH:6]([OH:13])[CH2:5]1>O>[CH3:14][C@H:4]1[CH2:5][C@@H:6]([OH:13])[C@H:7]([CH:10]([CH3:12])[CH3:11])[CH2:8][CH2:9]1. Reported procedure: A 0.1% 1-menthol solution is prepared by mixing 30 g of ethyl alcohol, 1.2 g of a surface active agent, 145.65 g of distilled water and 0.15 g of menthol. The mixed solution is diluted twice with distilled water to prepare a control solution. A separate test solution is prepared by dissolving 0.15 g of menthyl glucoside in 100 g of distilled water. Product: C(C1=CC=CC=C1)(C1=CC=CC=C1)(C1=CC=CC=C1)NC=1SC=C(N1)/C(/C(=O)NC1[C@@H]2N(C(=C(CS2)C=P(C2=CC=CC=C2)(C2=CC=CC=C2)C2=CC=CC=C2)C(=O)OC(C2=CC=CC=C2)C2=CC=CC=C2)C1=O)=N/OC (Diphenylmethyl 7-[(Z)-2-(2-tritylaminothiazol-4-yl)-2-methoxyiminoacetamido]-3-[(triphenylphosphoranylidene)methyl]-3-cephem-4-carboxylate). The reactants are [I-].C(C1=CC=CC=C1)(C1=CC=CC=C1)(C1=CC=CC=C1)NC=1SC=C(N1)/C(/C(=O)NC1[C@@H]2N(C(=C(CS2)C[P+](C2=CC=CC=C2)(C2=CC=CC=C2)C2=CC=CC=C2)C(=O)OC(C2=CC=CC=C2)C2=CC=CC=C2)C1=O)=N/OC (diphenylmethyl 7-[(Z)-2-(2-tritylaminothiazol-4-yl)-2-methoxyiminoacetamido]-3-[(triphenylphosphonio)methyl]-3-cephem-4-carboxylate iodide), [OH-].[Na+] (NaOH), CO (MeOH), C(Cl)(Cl)Cl (CHCl3). Solvent: ClCCl (dichloromethane). Procedure details: A solution of diphenylmethyl 7-[(Z)-2-(2-tritylaminothiazol-4-yl)-2-methoxyiminoacetamido]-3-[(triphenylphosphonio)methyl]-3-cephem-4-carboxylate iodide* (3.0 g, 2.5 m moles) in dichloromethane (40 ml) was shaken with 1N NaOH (10 ml) until the spot of the starting material disappeared on TLC (silica gel, CHCl3 --MeOH=10:1). Organic layer was separated and concentrated under reduced pressure. The residue was triturated with n-hexane and the product was collected by filtration to give 2.5 g (93%) ... Isolated yield 93.0%. RXN SMILES: [I-].[C:2]([NH:21][C:22]1[S:23][CH:24]=[C:25](/[C:27](=[N:76]/[O:77][CH3:78])/[C:28]([NH:30][CH:31]2[C:74](=[O:75])[N:33]3[C:34]([C:58]([O:60][CH:61]([C:68]4[CH:73]=[CH:72][CH:71]=[CH:70][CH:69]=4)[C:62]4[CH:67]=[CH:66][CH:65]=[CH:64][CH:63]=4)=[O:59])=[C:35]([CH2:38][P+:39]([C:52]4[CH:57]=[CH:56][CH:55]=[CH:54][CH:53]=4)([C:46]4[CH:51]=[CH:50][CH:49]=[CH:48][CH:47]=4)[C:40]4[CH:45]=[CH:44][CH:43]=[CH:42][CH:41]=4)[CH2:36][S:37][C@H:32]23)=[O:29])[N:26]=1)([C:15]1[CH:20]=[CH:19][CH:18]=[CH:17][CH:16]=1)([C:9]1[CH:14]=[CH:13][CH:12]=[CH:11][CH:10]=1)[C:3]1[CH:8]=[CH:7][CH:6]=[CH:5][CH:4]=1.[OH-].[Na+].C(Cl)(Cl)Cl.CO>ClCCl>[C:2]([NH:21][C:22]1[S:23][CH:24]=[C:25](/[C:27](=[N:76]/[O:77][CH3:78])/[C:28]([NH:30][CH:31]2[C:74](=[O:75])[N:33]3[C:34]([C:58]([O:60][CH:61]([C:68]4[CH:69]=[CH:70][CH:71]=[CH:72][CH:73]=4)[C:62]4[CH:63]=[CH:64][CH:65]=[CH:66][CH:67]=4)=[O:59])=[C:35]([CH:38]=[P:39]([C:40]4[CH:41]=[CH:42][CH:43]=[CH:44][CH:45]=4)([C:46]4[CH:47]=[CH:48][CH:49]=[CH:50][CH:51]=4)[C:52]4[CH:57]=[CH:56][CH:55]=[CH:54][CH:53]=4)[CH2:36][S:37][C@H:32]23)=[O:29])[N:26]=1)([C:3]1[CH:4]=[CH:5][CH:6]=[CH:7][CH:8]=1)([C:15]1[CH:20]=[CH:19][CH:18]=[CH:17][CH:16]=1)[C:9]1[CH:14]=[CH:13][CH:12]=[CH:11][CH:10]=1 |f:0.1,2.3|. Starting materials: C(=O)(OCC1=CC=CC=C1)C=1SC(=CC1NC(=O)NC1=CC=C(C=C1)C)C(C)(C)C (N-(2-carbobenzyloxy-5-tert-butyl-3-thienyl)-N′-(4-methylphenyl)urea). Reagents/catalysts: [Pd] (Pd/C). Run in CCO (EtOH). The product is C(=O)(O)C=1SC(=CC1NC(=O)NC1=CC=C(C=C1)C)C(C)(C)C (N-(2-carboxy-5-tert-butyl-3-thienyl)-N′-(4-methylphenyl)urea). The yield is 90.2%. Reaction SMILES: [C:1]([C:11]1[S:12][C:13]([C:27]([CH3:30])([CH3:29])[CH3:28])=[CH:14][C:15]=1[NH:16][C:17]([NH:19][C:20]1[CH:25]=[CH:24][C:23]([CH3:26])=[CH:22][CH:21]=1)=[O:18])([O:3]CC1C=CC=CC=1)=[O:2]>CCO.[Pd]>[C:1]([C:11]1[S:12][C:13]([C:27]([CH3:30])([CH3:29])[CH3:28])=[CH:14][C:15]=1[NH:16][C:17]([NH:19][C:20]1[CH:25]=[CH:24][C:23]([CH3:26])=[CH:22][CH:21]=1)=[O:18])([OH:3])=[O:2]. Reported procedure: To a solution of N-(2-carbobenzyloxy-5-tert-butyl-3-thienyl)-N′-(4-methylphenyl)urea (0.19 g, 0.40 mmol) in EtOH (19 mL) was added 10% Pd/C (0.010 g). The resulting suspension was treated with H2 (52 psi) in a Parr® shaker for 18 h. The slurry was filtered through a pad of Celite® and concentrated under reduced pressure to afford N-(2-carboxy-5-tert-butyl-3-thienyl)-N′-(4-methylphenyl)urea (0.12 g, 90%):1H NMR (d6-DMSO) δ13 (s, 9H), 2.2 (s, 3H), 7.1 (d, 2H), 7.4 (d, 2H), 7.8 (s, 1H); FAB-LRMS m/...